This data is from the Open Reaction Database (ORD), a public repository of structured organic reaction records. The task is: describe an organic reaction: reactants, conditions, products, and yield Starting materials: C(CCC)OCCOC1=CC=C(C=C1)C=1C=CC2=C(C=C(CCCN2CC(C)C)C(=O)NC2=CC(=C(C=C2)SCC2=C(N=CN2CCC)C)C)C1 (8-[4-(2-butoxyethoxy)phenyl]-1-isobutyl-N-[3-methyl-4-[[[4-methyl-1-propylimidazol-5-yl]methyl]sulfanyl]phenyl]-1,2,3,4-tetrahydro-1-benzoazocine-5-carboxamide), solution, ClC1=CC(=CC=C1)C(=O)OO (3-chloro-perbenzoic acid). Run in ClCCl (dichloromethane), ClCCl (dichloromethane). Run at time 1 hour. Product: C(CCC)OCCOC1=CC=C(C=C1)C=1C=CC2=C(C=C(CCCN2CC(C)C)C(=O)NC2=CC(=C(C=C2)S(=O)CC2=C(N=CN2CCC)C)C)C1 (8-[4-(2-butoxyethoxy)phenyl]-1-isobutyl-N-[3-methyl-4-[[[4-methyl-1-propylimidazol-5-yl]methyl]sulfinyl]phenyl]-1,2,3,4-tetrahydro-1-benzoazocine-5-carboxamide). The yield is 78.2%. As a reaction SMILES: [CH2:1]([O:5][CH2:6][CH2:7][O:8][C:9]1[CH:14]=[CH:13][C:12]([C:15]2[CH:16]=[CH:17][C:18]3[N:25]([CH2:26][CH:27]([CH3:29])[CH3:28])[CH2:24][CH2:23][CH2:22][C:21]([C:30]([NH:32][C:33]4[CH:38]=[CH:37][C:36]([S:39][CH2:40][C:41]5[N:45]([CH2:46][CH2:47][CH3:48])[CH:44]=[N:43][C:42]=5[CH3:49])=[C:35]([CH3:50])[CH:34]=4)=[O:31])=[CH:20][C:19]=3[CH:51]=2)=[CH:11][CH:10]=1)[CH2:2][CH2:3][CH3:4].ClC1C=CC=C(C(OO)=[O:60])C=1>ClCCl>[CH2:1]([O:5][CH2:6][CH2:7][O:8][C:9]1[CH:10]=[CH:11][C:12]([C:15]2[CH:16]=[CH:17][C:18]3[N:25]([CH2:26][CH:27]([CH3:28])[CH3:29])[CH2:24][CH2:23][CH2:22][C:21]([C:30]([NH:32][C:33]4[CH:38]=[CH:37][C:36]([S:39]([CH2:40][C:41]5[N:45]([CH2:46][CH2:47][CH3:48])[CH:44]=[N:43][C:42]=5[CH3:49])=[O:60])=[C:35]([CH3:50])[CH:34]=4)=[O:31])=[CH:20][C:19]=3[CH:51]=2)=[CH:13][CH:14]=1)[CH2:2][CH2:3][CH3:4]. Procedure details: To a solution of 8-[4-(2-butoxyethoxy)phenyl]-1-isobutyl-N-[3-methyl-4-[[[4-methyl-1-propylimidazol-5-yl]methyl]sulfanyl]phenyl]-1,2,3,4-tetrahydro-1-benzoazocine-5-carboxamide (290 mg) in dichloromethane (10 ml) was added dropwise a 70% solution of 3-chloro-perbenzoic acid (111 mg) in dichloromethane (10 ml) at −78° C. After stirring as such for 1 hour, the dry ice-acetone bath was removed, and an aqueous sodium thiosulfate solution was added under vigorous stirring. The mixture was returned to... The reactants are ClCCCl, O=CN(CC(CC1CCCC1)C(=O)O)OC1CCCCO1, CN(Cc1ccco1)c1nc(Cl)nc(NN)c1F, CN(C)C=O, On1nnc2cccnc21. Yields the product CN(Cc1ccco1)c1nc(Cl)nc(NNC(=O)C(CC2CCCC2)CN(C=O)OC2CCCCO2)c1F. Reaction SMILES: [CH2:50]([Cl:51])[CH2:52][Cl:53].[CH:19]1([CH2:24][CH:25]([C:26](=[O:27])[OH:28])[CH2:29][N:30]([O:31][CH:32]2[O:33][CH2:34][CH2:35][CH2:36][CH2:37]2)[CH:38]=[O:39])[CH2:20][CH2:21][CH2:22][CH2:23]1.[Cl:1][c:2]1[n:3][c:4]([NH:17][NH2:18])[c:5]([F:16])[c:6]([N:8]([CH3:9])[CH2:10][c:11]2[o:12][cH:13][cH:14][cH:15]2)[n:7]1.[O:54]=[CH:55][N:56]([CH3:57])[CH3:58].[OH:40][n:41]1[c:42]2[n:43][cH:44][cH:45][cH:46][c:47]2[n:48][n:49]1>>[Cl:1][c:2]1[n:3][c:4]([NH:17][NH:18][C:26]([CH:25]([CH2:24][CH:19]2[CH2:20][CH2:21][CH2:22][CH2:23]2)[CH2:29][N:30]([O:31][CH:32]2[O:33][CH2:34][CH2:35][CH2:36][CH2:37]2)[CH:38]=[O:39])=[O:27])[c:5]([F:16])[c:6]([N:8]([CH3:9])[CH2:10][c:11]2[o:12][cH:13][cH:14][cH:15]2)[n:7]1. The reactants are BrC=1SC(=CN1)C(C)=O (1-(2-bromo-thiazol-5-yl)-ethanone), COC(OC)OC (trimethylorthoformate), N#N (N2), LiBF4, C(=O)(O)[O-].[Na+] (NaHCO3). The solvent is C(CO)O (ethylene glycol). Reaction conditions: temperature 95 celsius. Yields the product BrC=1SC(=CN1)C1(OCCO1)C (2-Bromo-5-(2-methyl-[1,3]dioxolan-2-yl)-thiazole). RXN SMILES: N#N.[Br:3][C:4]1[S:5][C:6]([C:9](=[O:11])[CH3:10])=[CH:7][N:8]=1.COC([O:17][CH3:18])OC.[C:19]([O-])(O)=O.[Na+]>C(O)CO>[Br:3][C:4]1[S:5][C:6]([C:9]2([CH3:10])[O:17][CH2:18][CH2:19][O:11]2)=[CH:7][N:8]=1 |f:3.4|. Procedure: In a flame dried round-bottomed flask equipped with a magnetic stir bar and a condenser under inert atmosphere (N2), a solution of 1-(2-bromo-thiazol-5-yl)-ethanone (16.22 g, 78.71 mmol) in ethylene glycol (85 mL) was treated with trimethylorthoformate (18 mL, 164.19 mmol) followed by LiBF4 (1.51 g, 15.74 mmol). The reaction mixture was heated at 95° C. for 2 days. Sat. aq. NaHCO3 was added and the mixture was extracted with Et2O (3×). The org. extracts were washed with brine, dried over MgSO4, ... Reactants: O=C(Cl)C(=O)Cl, COC(=O)C=C1c2ccccc2N(C(=O)c2ccc(N)cc2)CCC1(F)F, O=C(O)c1ccccc1-c1ccccc1. The product is COC(=O)C=C1c2ccccc2N(C(=O)c2ccc(NC(=O)c3ccccc3-c3ccccc3)cc2)CCC1(F)F. Reaction SMILES: [Cl:16][C:17]([C:18]([Cl:19])=[O:20])=[O:21].[NH2:22][c:23]1[cH:24][cH:25][c:26]([C:27](=[O:28])[N:29]2[CH2:30][CH2:31][C:32]([F:45])([F:46])[C:33](=[CH:40][C:41](=[O:42])[O:43][CH3:44])[c:34]3[c:35]2[cH:36][cH:37][cH:38][cH:39]3)[cH:47][cH:48]1.[c:1]1(-[c:7]2[c:8]([C:9](=[O:10])[OH:11])[cH:12][cH:13][cH:14][cH:15]2)[cH:2][cH:3][cH:4][cH:5][cH:6]1>>[c:1]1(-[c:7]2[c:8]([C:9](=[O:11])[NH:22][c:23]3[cH:24][cH:25][c:26]([C:27](=[O:28])[N:29]4[CH2:30][CH2:31][C:32]([F:45])([F:46])[C:33](=[CH:40][C:41](=[O:42])[O:43][CH3:44])[c:34]5[c:35]4[cH:36][cH:37][cH:38][cH:39]5)[cH:47][cH:48]3)[cH:12][cH:13][cH:14][cH:15]2)[cH:2][cH:3][cH:4][cH:5][cH:6]1.